This data is from the Open Reaction Database (ORD), a public repository of structured organic reaction records. The task is: describe an organic reaction: reactants, conditions, products, and yield Reactants: ClC1=CC=C(C=C1)C1=CC=2N=CN(C(C2S1)=O)C1=CC(=C(C=C1)O)OC (6-(4-chlorophenyl)-3-(4-hydroxy-3-methoxyphenyl)thieno[3,2-d]pyrimidin-4(3H)-one), C1(=CC=C(C=C1)S(=O)(=O)OCCN(C1=CC=C(C=C1)Cl)C)C (2-[4-chloro(methyl)anilino]ethyl p-toluenesulfonate), C([O-])([O-])=O.[Cs+].[Cs+] (cesium carbonate), solution, O.C(C)O (water ethanol). Run in CN(C)C=O (DMF). Reaction conditions: temperature 75 celsius. Yields the product ClC1=CC=C(N(CCOC2=C(C=C(C=C2)N2C=NC3=C(C2=O)SC(=C3)C3=CC=C(C=C3)Cl)OC)C)C=C1 (3-(4-{2-[4-chloro(methyl)anilino]ethoxy}-3-methoxyphenyl)-6-(4-chlorophenyl)thieno[3,2-d]pyrimidin-4(3H)-one). Isolated yield 98.0%. As a reaction SMILES: [Cl:1][C:2]1[CH:7]=[CH:6][C:5]([C:8]2[S:16][C:15]3[C:14](=[O:17])[N:13]([C:18]4[CH:23]=[CH:22][C:21]([OH:24])=[C:20]([O:25][CH3:26])[CH:19]=4)[CH:12]=[N:11][C:10]=3[CH:9]=2)=[CH:4][CH:3]=1.C1(C)C=CC(S(O[CH2:37][CH2:38][N:39]([CH3:47])[C:40]2[CH:45]=[CH:44][C:43]([Cl:46])=[CH:42][CH:41]=2)(=O)=O)=CC=1.C(=O)([O-])[O-].[Cs+].[Cs+].O.C(O)C>CN(C=O)C>[Cl:46][C:43]1[CH:44]=[CH:45][C:40]([N:39]([CH3:47])[CH2:38][CH2:37][O:24][C:21]2[CH:22]=[CH:23][C:18]([N:13]3[C:14](=[O:17])[C:15]4[S:16][C:8]([C:5]5[CH:4]=[CH:3][C:2]([Cl:1])=[CH:7][CH:6]=5)=[CH:9][C:10]=4[N:11]=[CH:12]3)=[CH:19][C:20]=2[O:25][CH3:26])=[CH:41][CH:42]=1 |f:2.3.4,5.6|. Procedure: To a solution of 6-(4-chlorophenyl)-3-(4-hydroxy-3-methoxyphenyl)thieno[3,2-d]pyrimidin-4(3H)-one (96 mg, 0.25 mmol, the preparation of which can be found in the section detailing the preparation of Example K1) in DMF was added 2-[4-chloro(methyl)anilino]ethyl p-toluenesulfonate (170 mg, 0.50 mmol) and cesium carbonate (0.24 g, 0.75 mmol) and the mixture was stirred with heating at 75° C. for 12 h. The reaction was allowed to cool and 10 mL solution of 20% water/ethanol was added. The resulting ... The reactants are ClC1=CC(=C(CBr)C(=C1)C)C (4-chloro-2,6-dimethylbenzylbromide), ClC1=C(CBr)C(=CC(=C1)C)C (2-chloro-4,6-dimethylbenzylbromide), NC=1C=2N(C=CC1)C(=C(N2)C)C (8-amino-2,3-dimethylimidazo[1,2-a]pyridine), [I-].[K+] (Potassium iodide), C(=O)([O-])[O-].[Na+].[Na+] (Na2CO3). Run in C(OC)COC (dimethoxyethane). The product is CC=1N=C2N(C=CC=C2NCC2=C(C=C(C=C2C)Cl)C)C1C (2,3-dimethyl-8-(2,6-dimethyl-4-chlorobenzylamino)imidazo[1,2-a]pyridine). Reaction SMILES: [Cl:1][C:2]1[CH:9]=[C:8]([CH3:10])[C:5]([CH2:6]Br)=[C:4]([CH3:11])[CH:3]=1.ClC1C=C(C)C=C(C)C=1CBr.[NH2:23][C:24]1[C:25]2[N:26]([C:30]([CH3:34])=[C:31]([CH3:33])[N:32]=2)[CH:27]=[CH:28][CH:29]=1.[I-].[K+].C([O-])([O-])=O.[Na+].[Na+]>C(COC)OC>[CH3:33][C:31]1[N:32]=[C:25]2[C:24]([NH:23][CH2:6][C:5]3[C:8]([CH3:10])=[CH:9][C:2]([Cl:1])=[CH:3][C:4]=3[CH3:11])=[CH:29][CH:28]=[CH:27][N:26]2[C:30]=1[CH3:34] |f:3.4,5.6.7|. Procedure: A mixture of 4-chloro-2,6-dimethylbenzylbromide and 2-chloro-4,6-dimethylbenzylbromide (1.1 g, 4.68 mmol) and 8-amino-2,3-dimethylimidazo[1,2-a]pyridine (4.65 mmol) was dissolved in 15 ml dimethoxyethane. Potassium iodide (0.5 g, 3.0 mmol) and Na2CO3 (1 g, 9.4 mmol) was added. The mixture was refluxed for 4 hours. The solvent was evaporated and the residue was purified by column chromatography on silica gel. The product was eluted with a mixture of methylene chloride and ethyl acetate (70:30). 7... Starting materials: ClC1=C(C=C(C=C1)\C=C\C(=O)N1CCN(CC1)C(C)=O)[N+](=O)[O-] (1-Chloro-2-nitro-4-(E-((4-acetylpiperazin-1-yl)carbonyl)ethenyl)benzene), CC=1C=C(C=CC1C)S (3,4-dimethylthiophenol), C([O-])([O-])=O.[K+].[K+] (potassium carbonate). Solvent: CN(C=O)C (dimethylformamide). Conditions: temperature 100 celsius. Product: CC=1C=C(C=CC1C)SC1=C(C=C(C=C1)\C=C\C(=O)N1CCN(CC1)C(C)=O)[N+](=O)[O-] ((3,4-Dimethylphenyl)[2-nitro-4-(E-((4-acetylpiperazin-1-yl)carbonyl)ethenyl)phenyl]sulfide). The yield is 79.6%. RXN SMILES: Cl[C:2]1[CH:7]=[CH:6][C:5](/[CH:8]=[CH:9]/[C:10]([N:12]2[CH2:17][CH2:16][N:15]([C:18](=[O:20])[CH3:19])[CH2:14][CH2:13]2)=[O:11])=[CH:4][C:3]=1[N+:21]([O-:23])=[O:22].[CH3:24][C:25]1[CH:26]=[C:27]([SH:32])[CH:28]=[CH:29][C:30]=1[CH3:31].C(=O)([O-])[O-].[K+].[K+]>CN(C)C=O>[CH3:24][C:25]1[CH:26]=[C:27]([S:32][C:2]2[CH:7]=[CH:6][C:5](/[CH:8]=[CH:9]/[C:10]([N:12]3[CH2:17][CH2:16][N:15]([C:18](=[O:20])[CH3:19])[CH2:14][CH2:13]3)=[O:11])=[CH:4][C:3]=2[N+:21]([O-:23])=[O:22])[CH:28]=[CH:29][C:30]=1[CH3:31] |f:2.3.4|. Procedure details: To a solution of the compound of Example 32A (40 mg, 0.12 mmole) in 2.5 mL of dimethylformamide was added 3,4-dimethylthiophenol (17 mg, 0.12 mmole), followed by potassium carbonate powder (20 mg, 0.14 mmole). The mixture was heated at 100° C. for 20 h. The solvent was removed using N2 gas flow. Water (5 mL) was then added to the residue, the resulting precipitate was collected through filtration, washed with cold water, and air dried to give the title compound (42 mg, 81%) as light yellow solid... Reactants: [H-].[Al+3].[Li+].[H-].[H-].[H-] (lithium aluminum hydride), COC1=CC=C(C=C1)N1N=C(C(=C1)C(=O)OC)CN1CCOCC1 (methyl 1-(4-methoxyphenyl)-3-(morpholin-4-ylmethyl)-1H-pyrazole-4-carboxylate), COC1=CC=C(C=C1)N1N=C(C(=C1)C(=O)OC)CN1CCOCC1 (methyl 1-(4-methoxyphenyl)-3-(morpholin-4-ylmethyl)-1H-pyrazole-4-carboxylate), ice. Reagents/catalysts: [O-2].[O-2].[Mn+4] (manganese dioxide). The solvent is O1CCCC1 (tetrahydrofuran), C1(=CC=CC=C1)C (toluene), O1CCCC1 (tetrahydrofuran). Conditions: time 1 hour. The product is COC1=CC=C(C=C1)N1N=C(C(=C1)C=O)CN1CCOCC1 (1-(4-methoxyphenyl)-3-(morpholin-4-ylmethyl)-1H-pyrazole-4-carbaldehyde). Yield: 70.1%. As a reaction SMILES: [CH3:1][O:2][C:3]1[CH:8]=[CH:7][C:6]([N:9]2[CH:13]=[C:12]([C:14](OC)=[O:15])[C:11]([CH2:18][N:19]3[CH2:24][CH2:23][O:22][CH2:21][CH2:20]3)=[N:10]2)=[CH:5][CH:4]=1.[H-].[Al+3].[Li+].[H-].[H-].[H-]>O1CCCC1.C1(C)C=CC=CC=1.[O-2].[O-2].[Mn+4]>[CH3:1][O:2][C:3]1[CH:8]=[CH:7][C:6]([N:9]2[CH:13]=[C:12]([CH:14]=[O:15])[C:11]([CH2:18][N:19]3[CH2:24][CH2:23][O:22][CH2:21][CH2:20]3)=[N:10]2)=[CH:5][CH:4]=1 |f:1.2.3.4.5.6,9.10.11|. Procedure: A solution (20 mL) of methyl 1-(4-methoxyphenyl)-3-(morpholin-4-ylmethyl)-1H-pyrazole-4-carboxylate (11.3 g) synthesized in the above-mentioned (2) in tetrahydrofuran was added to an ice-cooled solution (80 mL) of lithium aluminum hydride (1.4 g) in tetrahydrofuran. The ice bath was removed, and the reaction mixture was stirred at room temperature for 1 hr. The mixture was ice-cooled again, and water (3.7 mL), 1N aqueous sodium hydroxide solution (18.5 mL) and water (3.7 mL) were successively ad...